This data is from the Open Reaction Database (ORD), a public repository of structured organic reaction records. The task is: describe an organic reaction: reactants, conditions, products, and yield Starting materials: ClC=1C(=C(CC=2NCCN2)C(=CC1)CC)CC (2-(3-Chloro-2,6-diethyl-benzyl)-4,5-dihydro-1H-imidazole), C1(=O)N(C(=O)N(C(=O)N1Cl)Cl)Cl (TCCA), C1CCC2=NCCCN2CC1 (DBU). Product: ClC=1C(=C(CC=2NC=CN2)C(=CC1)CC)CC (2-(3-Chloro-2,6-diethyl-benzyl)-1H-imidazole). As a reaction SMILES: [Cl:1][C:2]1[C:3]([CH2:16][CH3:17])=[C:4]([C:11]([CH2:14][CH3:15])=[CH:12][CH:13]=1)[CH2:5][C:6]1[NH:7][CH2:8][CH2:9][N:10]=1.C1(N(Cl)C(=O)N(Cl)C(=O)N1Cl)=O.C1CCN2C(=NCCC2)CC1>>[Cl:1][C:2]1[C:3]([CH2:16][CH3:17])=[C:4]([C:11]([CH2:14][CH3:15])=[CH:12][CH:13]=1)[CH2:5][C:6]1[NH:10][CH:9]=[CH:8][N:7]=1. Reported procedure: 2-(3-Chloro-2,6-diethyl-benzyl)-1H-imidazole was prepared from 2-(3-chloro-2,6-diethyl-benzyl)-4,5-dihydro-1H-imidazole (Example 196), TCCA and DBU in analogy to Example 194e): light yellow crystals; MS (ISP): 251.3 ([M+H]+, 39%), 249.2 ([M+H]+, 100%). Reactants: CCN(C(C)C)C(C)C, Oc1ccc(F)cc1C1NCc2ccccc21, O=C(Cl)OCc1ccccc1, ClCCl. Product: O=C(OCc1ccccc1)N1Cc2ccccc2C1c1cc(F)ccc1O. RXN SMILES: [CH:18]([N:19]([CH2:20][CH3:21])[CH:22]([CH3:23])[CH3:24])([CH3:25])[CH3:26].[CH:1]1([c:10]2[c:11]([OH:17])[cH:12][cH:13][c:14]([F:16])[cH:15]2)[NH:2][CH2:3][c:4]2[cH:5][cH:6][cH:7][cH:8][c:9]21.[Cl:27][C:28](=[O:29])[O:30][CH2:31][c:32]1[cH:33][cH:34][cH:35][cH:36][cH:37]1.[Cl:38][CH2:39][Cl:40]>>[CH:1]1([c:10]2[c:11]([OH:17])[cH:12][cH:13][c:14]([F:16])[cH:15]2)[N:2]([C:28](=[O:29])[O:30][CH2:31][c:32]2[cH:33][cH:34][cH:35][cH:36][cH:37]2)[CH2:3][c:4]2[cH:5][cH:6][cH:7][cH:8][c:9]21.